From a dataset of the Open Reaction Database (ORD), a public repository of structured organic reaction records. describe an organic reaction: reactants, conditions, products, and yield Reactants: C(C)(C)N(C(C)C)CC (N,N-Diisopropylethylamine), BrCC#N (bromoacetonitrile), N(=[N+]=[N-])C1=CC=C(COC(=O)N[C@H](C(=O)NCCCC[C@@H](C(=O)O)NC(=O)OC(C)(C)C)CSSC(C)(C)C)C=C1 ((S)-6-((R)-2-((((4-azidobenzyl)oxy)carbonyl)amino)-3-(tert-butyldisulfanyl)propanamido)-2-((tert-butoxycarbonyl)amino)hexanoic acid). The solvent is C(C)#N (acetonitrile). Conditions: time 15.5 hour. Yields the product N(=[N+]=[N-])C1=CC=C(COC(=O)N[C@H](C(=O)NCCCC[C@@H](C(=O)OCC#N)NC(=O)OC(C)(C)C)CSSC(C)(C)C)C=C1 ((S)-cyanomethyl 6-((R)-2-((((4-azidobenzyl)oxy)carbonyl)amino)-3-(tert-butyldisulfanyl)propanamido)-2-((tert-butoxycarbonyl)amino)hexanoate). Yield: 82.9%. Reaction SMILES: [CH:1]([N:4](CC)C(C)C)(C)[CH3:2].BrCC#N.[N:14]([C:17]1[CH:54]=[CH:53][C:20]([CH2:21][O:22][C:23]([NH:25][C@@H:26]([CH2:46][S:47][S:48][C:49]([CH3:52])([CH3:51])[CH3:50])[C:27]([NH:29][CH2:30][CH2:31][CH2:32][CH2:33][C@H:34]([NH:38][C:39]([O:41][C:42]([CH3:45])([CH3:44])[CH3:43])=[O:40])[C:35]([OH:37])=[O:36])=[O:28])=[O:24])=[CH:19][CH:18]=1)=[N+:15]=[N-:16]>C(#N)C>[N:14]([C:17]1[CH:18]=[CH:19][C:20]([CH2:21][O:22][C:23]([NH:25][C@@H:26]([CH2:46][S:47][S:48][C:49]([CH3:52])([CH3:51])[CH3:50])[C:27]([NH:29][CH2:30][CH2:31][CH2:32][CH2:33][C@H:34]([NH:38][C:39]([O:41][C:42]([CH3:45])([CH3:43])[CH3:44])=[O:40])[C:35]([O:37][CH2:2][C:1]#[N:4])=[O:36])=[O:28])=[O:24])=[CH:53][CH:54]=1)=[N+:15]=[N-:16]. Reported procedure: N,N-Diisopropylethylamine (34 μL, 0.197 mmol) and subsequently bromoacetonitrile (38 μL, 0.539 mmol) were added to a solution of (S)-6-((R)-2-((((4-azidobenzyl)oxy)carbonyl)amino)-3-(tert-butyldisulfanyl)propanamido)-2-((tert-butoxycarbonyl)amino)hexanoic acid (Compound tk23) (110 mg, 0.180 mmol) in acetonitrile (0.3 mL) at room temperature under a nitrogen atmosphere. The reaction mixture was stirred at the same temperature for 15.5 hours and then concentrated under reduced pressure, and the re... Starting materials: CNC1=CC=CC2=CC=CC(=C12)NC (N,N'-dimethyl-1,8-naphthalene diamine), [OH-].[Na+] (sodium hydroxide), C(CCC)=O (butyraldehyde), C1(=CC=C(C=C1)S(=O)(=O)O)C (p-toluene sulfonic acid). Run in O (water), O1CCCC1 (tetrahydrofuran). Run at time 15 minute. Product: CN1C(N(C2=CC=CC3=CC=CC1=C23)C)CCC (2,3-dihydro-1,3-dimethyl-2-propyl perimidine). Reaction SMILES: [CH3:1][NH:2][C:3]1[C:12]2[C:7](=[CH:8][CH:9]=[CH:10][C:11]=2[NH:13][CH3:14])[CH:6]=[CH:5][CH:4]=1.[CH:15](=O)[CH2:16][CH2:17]C.[C:20]1(C)C=CC(S(O)(=O)=O)=CC=1.[OH-].[Na+]>O.O1CCCC1>[CH3:14][N:13]1[C:11]2=[C:12]3[C:7](=[CH:8][CH:9]=[CH:10]2)[CH:6]=[CH:5][CH:4]=[C:3]3[N:2]([CH3:20])[CH:1]1[CH2:15][CH2:16][CH3:17] |f:3.4|. Reported procedure: A mixture of N,N'-dimethyl-1,8-naphthalene diamine (prepared in Example 1) (0.93 g, 5 mmol), distilled butyraldehyde (0.43 g, 6 mmol), p-toluene sulfonic acid (5 mg), and tetrahydrofuran (5 ml), was stirred at room temperature for 15 minutes. The mixture was basified with 25% sodium hydroxide (1.0 ml), diluted with water (20 ml) and extracted with ethyl ether (100 ml). The extract was dried over potassium carbonate and concentrated to an oil which was recrystallized from ether-hexane to give cry... Starting materials: CCN(C(C)C)C(C)C, C1CCOC1, COc1ccc(N2CCOCC2)c2sc(N)nc12, CO, Cc1cc(C(=O)Cl)cc(Cl)n1, ClCCl. Yields the product COc1ccc(N2CCOCC2)c2sc(NC(=O)c3cc(C)nc(Cl)c3)nc12. RXN SMILES: [CH2:19]([N:20]([CH:21]([CH3:22])[CH3:23])[CH:24]([CH3:25])[CH3:26])[CH3:27].[CH2:41]1[O:42][CH2:43][CH2:44][CH2:45]1.[CH3:1][O:2][c:3]1[cH:4][cH:5][c:6]([N:13]2[CH2:14][CH2:15][O:16][CH2:17][CH2:18]2)[c:7]2[c:8]1[n:9][c:10]([NH2:12])[s:11]2.[CH3:39][OH:40].[Cl:28][c:29]1[cH:30][c:31]([C:32](=[O:33])[Cl:34])[cH:35][c:36]([CH3:38])[n:37]1.[Cl:46][CH2:47][Cl:48]>>[CH3:1][O:2][c:3]1[cH:4][cH:5][c:6]([N:13]2[CH2:14][CH2:15][O:16][CH2:17][CH2:18]2)[c:7]2[c:8]1[n:9][c:10]([NH:12][C:32]([c:31]1[cH:30][c:29]([Cl:28])[n:37][c:36]([CH3:38])[cH:35]1)=[O:33])[s:11]2.